Dataset: the Open Reaction Database (ORD), a public repository of structured organic reaction records. Task: describe an organic reaction: reactants, conditions, products, and yield Starting materials: FC(C(=O)O)(F)F (trifluoroacetic acid), C(C(=O)C1=CC=CC=C1)N(C1C(N(C2=CC(=CC=C12)Cl)C(=O)OC(C)(C)C)(Cl)C(=O)OCC)CC1=CC=CC=C1 (3-[(phenacyl)benzylamino]-2-carbethoxy-2,6-dichloro-1-tert-butyloxycarbonyl-indole), C(Cl)Cl (methylene chloride), C(O)([O-])=O.[Na+] (sodium hydrogen carbonate). Run at time 4 hour. Yields the product C(C(=O)C1=CC=CC=C1)N(C1=C(NC2=CC(=CC(=C12)Cl)Cl)C(=O)OCC)CC1=CC=CC=C1 (3-[(Phenacyl)benzylamino]-2-carbethoxy-4,6-dichloroindole). Isolated yield 59.0%. As a reaction SMILES: [CH2:1]([N:10]([CH2:34][C:35]1[CH:40]=[CH:39][CH:38]=[CH:37][CH:36]=1)[CH:11]1[C:19]2[C:14](=[CH:15][C:16]([Cl:20])=[CH:17][CH:18]=2)[N:13](C(OC(C)(C)C)=O)[C:12]1([C:29]([O:31][CH2:32][CH3:33])=[O:30])Cl)[C:2]([C:4]1[CH:9]=[CH:8][CH:7]=[CH:6][CH:5]=1)=[O:3].FC(F)(F)C(O)=O.C(=O)([O-])O.[Na+].C(Cl)[Cl:54]>>[CH2:1]([N:10]([CH2:34][C:35]1[CH:36]=[CH:37][CH:38]=[CH:39][CH:40]=1)[C:11]1[C:19]2[C:14](=[CH:15][C:16]([Cl:20])=[CH:17][C:18]=2[Cl:54])[NH:13][C:12]=1[C:29]([O:31][CH2:32][CH3:33])=[O:30])[C:2]([C:4]1[CH:5]=[CH:6][CH:7]=[CH:8][CH:9]=1)=[O:3] |f:2.3|. Reported procedure: Dissolve 3-[(phenacyl)benzylamino]-2-carbethoxy-2,6-dichloro-1-tert-butyloxycarbonyl-indole (0.68 g, 1.26 mmol) in methylene chloride (5 mL) and add, by dropwise addition, trifluoroacetic acid (5 mL). Stir for 4 hours then slowly add to saturated sodium hydrogen carbonate (100 mL). Extract into methylene chloride, dry (MgSO4) and evaporate the solvent in vacuo. Recrystallize (ethyl acetate/hexane) to give the title compound (0.34 g, 59%); mp 174°-5° C. Starting materials: BrC1=CC=C(C=C1)C1N(CCN(C1)C)CCC=1C=NN2C1C=CC=C2 (3-{2-[2-(4-bromo-phenyl)-4-methyl-piperazin-1-yl]-ethyl}-pyrazolo[1,5-a]pyridine), C(C=C)(=O)OC (methyl acrylate), CN(C1CCCCC1)C1CCCCC1 (N-methyldicyclohexylamine). The reagents and catalysts are C=1C=CC(=CC1)/C=C/C(=O)/C=C/C2=CC=CC=C2.C=1C=CC(=CC1)/C=C/C(=O)/C=C/C2=CC=CC=C2.C=1C=CC(=CC1)/C=C/C(=O)/C=C/C2=CC=CC=C2.[Pd].[Pd] (Pd2(dba)3), C(C)(C)(C)P(C(C)(C)C)C(C)(C)C.F[B-](F)(F)F (tri-(tert-butyl)phosphine tetrafluoroborate). The solvent is O1CCOCC1 (1,4-dioxane). Reaction conditions: temperature 135 celsius. Yields the product COC(\C=C\C1=CC=C(C=C1)C1N(CCN(C1)C)CCC=1C=NN2C1C=CC=C2)=O ((E)-3-{4-[4-methyl-1-(2-pyrazolo[1,5-a]pyridin-3-yl-ethyl)-piperazin-2-yl]-phenyl}-acrylic acid methyl ester). Yield: 97.1%. As a reaction SMILES: Br[C:2]1[CH:7]=[CH:6][C:5]([CH:8]2[CH2:13][N:12]([CH3:14])[CH2:11][CH2:10][N:9]2[CH2:15][CH2:16][C:17]2[CH:18]=[N:19][N:20]3[CH:25]=[CH:24][CH:23]=[CH:22][C:21]=23)=[CH:4][CH:3]=1.[C:26]([O:30][CH3:31])(=[O:29])[CH:27]=[CH2:28].CN(C1CCCCC1)C1CCCCC1>O1CCOCC1.C1C=CC(/C=C/C(/C=C/C2C=CC=CC=2)=O)=CC=1.C1C=CC(/C=C/C(/C=C/C2C=CC=CC=2)=O)=CC=1.C1C=CC(/C=C/C(/C=C/C2C=CC=CC=2)=O)=CC=1.[Pd].[Pd].C(P(C(C)(C)C)C(C)(C)C)(C)(C)C.F[B-](F)(F)F>[CH3:31][O:30][C:26](=[O:29])/[CH:27]=[CH:28]/[C:2]1[CH:7]=[CH:6][C:5]([CH:8]2[CH2:13][N:12]([CH3:14])[CH2:11][CH2:10][N:9]2[CH2:15][CH2:16][C:17]2[CH:18]=[N:19][N:20]3[CH:25]=[CH:24][CH:23]=[CH:22][C:21]=23)=[CH:4][CH:3]=1 |f:4.5.6.7.8,9.10|. Procedure details: A mixture of 3-{2-[2-(4-bromo-phenyl)-4-methyl-piperazin-1-yl]-ethyl}-pyrazolo[1,5-a]pyridine (1.0 g, 2.49 mmol), methyl acrylate (0.458 mL, 4.98 mmol), N-methyldicyclohexylamine (584 mg, 2.99 mmol), tri-(tert-butyl)phosphine-tetrafluoroborate (28.9 mg, 0.0997 mmol) and Pd2(dba)3 (22.8 mg, 0.02 mmol) in 1,4-dioxane (10 mL) was flushed with nitrogen and heated at 100° C. for 1 h and at 135° C. for 1 h under microwave irradiation. The reaction mixture was cooled to room temperature, filtered throu... Reactants: C(C1=CC=CC=C1)N (benzylamine), C1(=CC=CC=C1)NC(=O)OC1=C(S(C(=C1O)C1=CC=CC=C1)(=O)=O)C1=CC=CC=C1 (3-(N-phenylcarbamyloxy)-4-hydroxy-2,5-diphenylthiophene-1,1-dioxide). Solvent: C(C)(=O)OCC (ethyl acetate). The product is C(C1=CC=CC=C1)NC(=O)NC1=CC=CC=C1 (N-Benzyl-N'-phenylurea). RXN SMILES: [CH2:1]([NH2:8])[C:2]1[CH:7]=[CH:6][CH:5]=[CH:4][CH:3]=1.[C:9]1([NH:15][C:16](OC2C(O)=C(C3C=CC=CC=3)S(=O)(=O)C=2C2C=CC=CC=2)=[O:17])[CH:14]=[CH:13][CH:12]=[CH:11][CH:10]=1>C(OCC)(=O)C>[CH2:1]([NH:8][C:16]([NH:15][C:9]1[CH:14]=[CH:13][CH:12]=[CH:11][CH:10]=1)=[O:17])[C:2]1[CH:7]=[CH:6][CH:5]=[CH:4][CH:3]=1. Reported procedure: 540 mg of benzylamine are added to 2.1 g of 3-(N-phenylcarbamyloxy)-4-hydroxy-2,5-diphenylthiophene-1,1-dioxide in 20 ml of ethyl acetate. The solution is boiled under reflux for 1 hour and then washed three times with 25 ml of concentrated aqueous NaHCO3 solution and three times with 20% strength aqueous citric acid solution. The wash liquors are extracted with ethyl acetate and the combined organic phases are dried over magnesium sulfate. After evaporating the filtrate, the crystalline residue...